From a dataset of the Open Reaction Database (ORD), a public repository of structured organic reaction records. describe an organic reaction: reactants, conditions, products, and yield Starting materials: COC(=O)c1c([N+](=O)[O-])cccc1S(=O)(=O)NC(=O)Nc1nc(OC)nc(OC)n1, CN(C)C=O, CO. Product: COC(=O)c1c(N)cccc1S(=O)(=O)NC(=O)Nc1nc(OC)nc(OC)n1. RXN SMILES: [CH3:1][O:2][c:3]1[n:4][c:5]([NH:11][C:12](=[O:13])[NH:14][S:15](=[O:16])(=[O:17])[c:18]2[c:19]([C:20](=[O:21])[O:22][CH3:23])[c:24]([N+:28]([O-:29])=[O:30])[cH:25][cH:26][cH:27]2)[n:6][c:7]([O:9][CH3:10])[n:8]1.[CH3:31][N:32]([CH3:33])[CH:34]=[O:35].[CH3:36][OH:37]>>[CH3:1][O:2][c:3]1[n:4][c:5]([NH:11][C:12](=[O:13])[NH:14][S:15](=[O:16])(=[O:17])[c:18]2[c:19]([C:20](=[O:21])[O:22][CH3:23])[c:24]([NH2:28])[cH:25][cH:26][cH:27]2)[n:6][c:7]([O:9][CH3:10])[n:8]1. The reactants are C1CCOC1, O=C(Cl)c1ccc(Cl)cc1Cl, CC(N)(C#N)Cn1cc2c(Cl)cc(Cl)c(Cl)c2n1. The product is CC(C#N)(Cn1cc2c(Cl)cc(Cl)c(Cl)c2n1)NC(=O)c1ccc(Cl)cc1Cl. As a reaction SMILES: [CH2:30]1[O:31][CH2:32][CH2:33][CH2:34]1.[Cl:1][c:2]1[c:3]([C:4](=[O:5])[Cl:6])[cH:7][cH:8][c:9]([Cl:11])[cH:10]1.[NH2:12][C:13]([C:14]#[N:15])([CH2:16][n:17]1[n:18][c:19]2[c:20]([Cl:28])[c:21]([Cl:27])[cH:22][c:23]([Cl:26])[c:24]2[cH:25]1)[CH3:29]>>[Cl:1][c:2]1[c:3]([C:4](=[O:5])[NH:12][C:13]([C:14]#[N:15])([CH2:16][n:17]2[n:18][c:19]3[c:20]([Cl:28])[c:21]([Cl:27])[cH:22][c:23]([Cl:26])[c:24]3[cH:25]2)[CH3:29])[cH:7][cH:8][c:9]([Cl:11])[cH:10]1. Starting materials: [OH-].[Na+] (sodium hydroxide), NC=1SC=C(N1)/C(/C(=O)OCC)=N/O[C@@H]1C(NCC1)=O (ethyl (Z)-2-(2-aminothiazol-4-yl)-2-[((3S)-2-pyrrolidon-3yl)oxyimino]acetate), C(C)(=O)[O-] (acetate), Cl (hydrochloric acid). The solvent is CO (methanol), O (water). Conditions: temperature 20 celsius, time 1 hour. The product is NC=1SC=C(N1)/C(/C(=O)O)=N/O[C@@H]1C(NCC1)=O ((Z)-2-(2-aminothiazol-4-yl)-2-[((3S)-2-pyrrolidon-3-yl)oxyimino]acetic acid). As a reaction SMILES: [OH-].[Na+].C([O-])(=O)C.Cl.[NH2:8][C:9]1[S:10][CH:11]=[C:12](/[C:14](=[N:20]/[O:21][C@H:22]2[CH2:26][CH2:25][NH:24][C:23]2=[O:27])/[C:15]([O:17]CC)=[O:16])[N:13]=1>CO.O>[NH2:8][C:9]1[S:10][CH:11]=[C:12](/[C:14](=[N:20]/[O:21][C@H:22]2[CH2:26][CH2:25][NH:24][C:23]2=[O:27])/[C:15]([OH:17])=[O:16])[N:13]=1 |f:0.1|. Procedure details: 0.27 g of sodium hydroxide is dissolved in a mixture of 3 ml of methanol and one ml of water, and one g of ethyl (Z)-2-(2-aminothiazol-4-yl)-2-[((3S)-2-pyrrolidon-3yl)oxyimino]acetate is added thereto. The mixture is stirred at 20° C. for one hour to dissolve said acetate therein. The solution is adjusted to pH 5 with 10% hydrochloric acid, and the aqueous mixture is concentrated under reduced pressure to remove methanol. The residue is adjusted to pH 3 with 10% hydrochloric acid, and the aqueou... The reactants are O=C([O-])[O-], Cc1nc(-c2ccn[nH]2)sc1C(=O)NCc1ccccc1, CS(C)=O, CCOC(C)=O, Fc1ccc(OCCBr)cc1, [K+], [K+]. The product is Cc1nc(-c2ccn(CCOc3ccc(F)cc3)n2)sc1C(=O)NCc1ccccc1. RXN SMILES: [C:33](=[O:34])([O-:35])[O-:36].[CH2:1]([c:2]1[cH:3][cH:4][cH:5][cH:6][cH:7]1)[NH:8][C:9](=[O:10])[c:11]1[c:12]([CH3:21])[n:13][c:14](-[c:16]2[nH:17][n:18][cH:19][cH:20]2)[s:15]1.[CH3:39][S:40](=[O:41])[CH3:42].[CH3:43][CH2:44][O:45][C:46](=[O:47])[CH3:48].[F:22][c:23]1[cH:24][cH:25][c:26]([O:27][CH2:28][CH2:29][Br:30])[cH:31][cH:32]1.[K+:37].[K+:38]>>[CH2:1]([c:2]1[cH:3][cH:4][cH:5][cH:6][cH:7]1)[NH:8][C:9](=[O:10])[c:11]1[c:12]([CH3:21])[n:13][c:14](-[c:16]2[n:17][n:18]([CH2:29][CH2:28][O:27][c:26]3[cH:25][cH:24][c:23]([F:22])[cH:32][cH:31]3)[cH:19][cH:20]2)[s:15]1. The reactants are C(C)(C)O (Isopropanol), ClC1=C2N=CN(C2=NC=N1)[C@@H]1O[C@@H]([C@H]2[C@H]1OC(O2)(C)C)C(=O)NCC(C)O ((3aR,4S,6R,6aR)-6-(6-chloro-9H-purin-9-yl)-N-(2-hydroxypropyl)-2,2-dimethyltetrahydrofuro[3,4-d][1,3]dioxole-4-carboxamide), [Cr](=O)(=O)([O-])O[Cr](=O)(=O)[O-].[NH+]1=CC=CC=C1.[NH+]1=CC=CC=C1 (pyridinium dichromate), 4A, C(C)(=O)O (acetic acid). The solvent is C(C)(=O)OCC (ethyl acetate), ClCCl (dichloromethane). Conditions: temperature 0 celsius, time 15 minute. Product: ClC1=C2N=CN(C2=NC=N1)[C@@H]1O[C@@H]([C@H]2[C@H]1OC(O2)(C)C)C(=O)NCC(C)=O ((3aR,4S,6R,6aR)-6-(6-chloro-9H-purin-9-yl)-2.2-dimethyl-N-(2-oxopropyl)tetrahydrofuro[3,4-d][1,3]dioxole-4-carboxamide). Yield: 70.1%. Reaction SMILES: [Cl:1][C:2]1[N:10]=[CH:9][N:8]=[C:7]2[C:3]=1[N:4]=[CH:5][N:6]2[C@H:11]1[C@@H:15]2[O:16][C:17]([CH3:20])([CH3:19])[O:18][C@H:14]2[C@@H:13]([C:21]([NH:23][CH2:24][CH:25]([OH:27])[CH3:26])=[O:22])[O:12]1.C(O)(=O)C.[Cr](O[Cr]([O-])(=O)=O)([O-])(=O)=O.[NH+]1C=CC=CC=1.[NH+]1C=CC=CC=1.C(O)(C)C>ClCCl.C(OCC)(=O)C>[Cl:1][C:2]1[N:10]=[CH:9][N:8]=[C:7]2[C:3]=1[N:4]=[CH:5][N:6]2[C@H:11]1[C@@H:15]2[O:16][C:17]([CH3:20])([CH3:19])[O:18][C@H:14]2[C@@H:13]([C:21]([NH:23][CH2:24][C:25](=[O:27])[CH3:26])=[O:22])[O:12]1 |f:2.3.4|. Procedure details: To a mixture of (3aR,4S,6R,6aR)-6-(6-chloro-9H-purin-9-yl)-N-(2-hydroxypropyl)-2,2-dimethyltetrahydrofuro[3,4-d][1,3]dioxole-4-carboxamide (6.60 g) and powdered 4A molecular sieves (10 g) in dichloromethane (165 ml) at 0° C., was added acetic acid (3.0 ml) followed by the portionwise addition of pyridinium dichromate (9.36 g). The mixture was stirred at 0° C. for 15 min and then at 20° C. for 2 hours. Isopropanol (10 ml) was added and the mixture stirred for 15 min. Silica gel (Merck 9385, 9.9 g... RXN SMILES: [NH2:1][CH:2]([CH2:5][CH3:6])[CH2:3][CH3:4].Cl[C:8]1[C:18]([N+:19]([O-:21])=[O:20])=[CH:17][C:11]([CH2:12][O:13][CH2:14][CH2:15][OH:16])=[C:10]([CH3:22])[C:9]=1[N+:23]([O-:25])=[O:24].Cl>C1(C)C=CC=CC=1>[CH2:3]([CH:2]([NH:1][C:8]1[C:18]([N+:19]([O-:21])=[O:20])=[CH:17][C:11]([CH2:12][O:13][CH2:14][CH2:15][OH:16])=[C:10]([CH3:22])[C:9]=1[N+:23]([O-:25])=[O:24])[CH2:5][CH3:6])[CH3:4]. The reactants are Cl (hydrochloric acid), NC(CC)CC (3-Aminopentane), ClC1=C(C(=C(COCCO)C=C1[N+](=O)[O-])C)[N+](=O)[O-] (2-(4-chloro-2-methyl-3,5-dinitrobenzyloxy)ethanol), methanol-benzene. Run in C1(=CC=CC=C1)C (toluene). Procedure details: 3-Aminopentane (1.74 g; 0.02 mol) is added to a solution of 2-(4-chloro-2-methyl-3,5-dinitrobenzyloxy)ethanol (0.5 g; 1.7×10-3 mol) in toluene. The reaction mixture is heated at reflux for 3 hours. Analysis by tlc (silica gel plate; eluent: methanol-benzene in a 1:9 ratio) shows the reaction to be complete. The reaction mixture is poured into 10% hydrochloric acid and extracted with methylene chloride. The organic phase is dried over calcium sulfate; and evaporated in vacuo to afford 0.54 g (91.... Isolated yield 93.1%. Product: C(C)C(CC)NC1=C(C(=C(COCCO)C=C1[N+](=O)[O-])C)[N+](=O)[O-] (2-{{4-[(1-Ethylpropyl)amino]-2-methyl-3,5-dinitrobenzyl}oxy }ethanol). Reactants: C(C)OC(C(CC1=CC=C(C=C1)OCCC1N(C(NC1)=O)C)(C)OC1=C(C=CC=C1)F)=O (2-(2-Fluoro-phenoxy)-2-methyl-3-{4-[2-(3-methyl-2-oxo-imidazolidin-4-yl)-ethoxy]-phenyl}-propionic acid ethyl ester), [H-].[Na+] (sodium hydride), FC(C1=CC=C(CBr)C=C1)(F)F (4-Trifluoromethylbenzyl bromide). The reagents and catalysts are [I-].C(CCC)[N+](CCCC)(CCCC)CCCC (tetrabutyl ammonium iodide). The solvent is C(C)(=O)OCC (ethyl acetate). Conditions: time 1 hour. Yields the product C(C)OC(C(CC1=CC=C(C=C1)OCCC1N(C(N(C1)CC1=CC=C(C=C1)C(F)(F)F)=O)C)(C)OC1=C(C=CC=C1)F)=O (2-(2-Fluoro-phenoxy)-2-methyl-3-(4-{2-[3-methyl-2-oxo-1-(4-trifluoromethyl-benzyl)-imidazolidin-4-yl]-ethoxy}-phenyl)-propionic acid ethyl ester). As a reaction SMILES: [F:1][C:2]([F:12])([F:11])[C:3]1[CH:10]=[CH:9][C:6]([CH2:7]Br)=[CH:5][CH:4]=1.[CH2:13]([O:15][C:16](=[O:44])[C:17]([O:36][C:37]1[CH:42]=[CH:41][CH:40]=[CH:39][C:38]=1[F:43])([CH3:35])[CH2:18][C:19]1[CH:24]=[CH:23][C:22]([O:25][CH2:26][CH2:27][CH:28]2[CH2:32][NH:31][C:30](=[O:33])[N:29]2[CH3:34])=[CH:21][CH:20]=1)[CH3:14].[H-].[Na+]>[I-].C([N+](CCCC)(CCCC)CCCC)CCC.C(OCC)(=O)C>[CH2:13]([O:15][C:16](=[O:44])[C:17]([O:36][C:37]1[CH:42]=[CH:41][CH:40]=[CH:39][C:38]=1[F:43])([CH3:35])[CH2:18][C:19]1[CH:24]=[CH:23][C:22]([O:25][CH2:26][CH2:27][CH:28]2[CH2:32][N:31]([CH2:7][C:6]3[CH:9]=[CH:10][C:3]([C:2]([F:12])([F:11])[F:1])=[CH:4][CH:5]=3)[C:30](=[O:33])[N:29]2[CH3:34])=[CH:21][CH:20]=1)[CH3:14] |f:2.3,4.5|. Procedure details: 4-Trifluoromethylbenzyl bromide (0.03 mL, 0.169 mmol, d=1.546) and tetrabutyl ammonium iodide (catalytic amount) are added to a 0° C. suspension of 2-(2-Fluoro-phenoxy)-2-methyl-3-{4-[2-(3-methyl-2-oxo-imidazolidin-4-yl)-ethoxy]-phenyl}-propionic acid ethyl ester (0.050 g, 0.113 mmol) and sodium hydride (0.011 g, 0.281 mmol, 60% suspension on mineral oil), and pre-stirred for 1 h at ambient temperature. The reaction mixture is stirred at ambient temperature for 18 h, diluted with ethyl acetate, ... Conditions: time 8 hour. Solvent: ClCCl (dichloromethane). As a reaction SMILES: FC(F)(F)C(O)=O.C(OC(=O)[N:14]([CH2:22][CH2:23][C:24]1[CH:29]=[CH:28][C:27]([O:30][C:31]2[CH:36]=[CH:35][C:34]([NH2:37])=[CH:33][CH:32]=2)=[CH:26][CH:25]=1)[CH2:15][C:16]1[CH:21]=[CH:20][CH:19]=[CH:18][CH:17]=1)(C)(C)C>ClCCl>[CH2:15]([NH:14][CH2:22][CH2:23][C:24]1[CH:25]=[CH:26][C:27]([O:30][C:31]2[CH:32]=[CH:33][C:34]([NH2:37])=[CH:35][CH:36]=2)=[CH:28][CH:29]=1)[C:16]1[CH:17]=[CH:18][CH:19]=[CH:20][CH:21]=1. Reported procedure: Add trifluoroacetic acid (0.24 mL) dropwise to a solution of {2-[4-(4-Amino-phenoxy)-phenyl]-ethyl}-benzyl-carbamic acid tert-butyl ester (100 mg, 0.24 mmol) in dichloromethane (5 mL) at room temperature and stir overnight. Concentrate on a rotary evaporator, dilute with saturated aqueous sodium bicarbonate then extract with dichloromethane (3×50 mL). Dry the dichloromethane extracts over sodium chloride/magnesium sulfate, filter, then concentrate on a rotary evaporator to yield 4-[4-(2-benzylam... The yield is 49.7%. The product is C(C1=CC=CC=C1)NCCC1=CC=C(OC2=CC=C(C=C2)N)C=C1 (4-[4-(2-benzylamino-ethyl)-phenoxy]-phenylamine). Starting materials: FC(C(=O)O)(F)F (trifluoroacetic acid), C(C)(C)(C)OC(N(CC1=CC=CC=C1)CCC1=CC=C(C=C1)OC1=CC=C(C=C1)N)=O ({2-[4-(4-Amino-phenoxy)-phenyl]-ethyl}-benzyl-carbamic acid tert-butyl ester). Yields the product O[C@H]([C@H](CO)NC(=O)C=1SC=CC1NC1=C2C(=NC=C1)NC=C2)C2=CC=CC=C2 (3-(1H-Pyrrolo[2,3-b]pyridin-4-ylamino)-thiophene-2-carboxylic acid ((1S,2S)-2-hydroxy-1-hydroxymethyl-2-phenyl-ethyl)-amide). Reaction SMILES: C(OC(N1CCC([NH:13][C:14]([C:16]2[S:17][CH:18]=[CH:19][C:20]=2[NH:21][C:22]2[CH:27]=[CH:26][N:25]=[C:24]3[NH:28][CH:29]=[CH:30][C:23]=23)=[O:15])C1)=O)(C)(C)C.N[C@@H:32]([CH2:41][OH:42])[C@H:33]([C:35]1[CH:40]=[CH:39][CH:38]=[CH:37][CH:36]=1)[OH:34]>>[OH:34][C@@H:33]([C:35]1[CH:40]=[CH:39][CH:38]=[CH:37][CH:36]=1)[C@@H:32]([NH:13][C:14]([C:16]1[S:17][CH:18]=[CH:19][C:20]=1[NH:21][C:22]1[CH:27]=[CH:26][N:25]=[C:24]2[NH:28][CH:29]=[CH:30][C:23]=12)=[O:15])[CH2:41][OH:42]. Procedure details: This compound was prepared in an analogous manner as 3-{[3-(1H-Pyrrolo[2,3-b]pyridin-4-ylamino)-thiophene-2-carbonyl]-amino}-pyrrolidine-1-carboxylic acid tert-butyl ester using (1S,2S)-2-amino-1-phenyl-1,3-propanediol instead of 1-BOC-3-aminopyrrolidine. LCMS (ESI) 409 (M+H) 1H NMR (400 MHz, DMSO-d6) δ ppm 11.48 (1H, br. s.) 9.67 (1H, s) 7.99 (1H, d, J=5.37 Hz) 7.76 (1H, d, J=5.32 Hz) 7.45 (1H, d, J=8.64 Hz) 7.33 (1H, d, J=5.37 Hz) 7.27 (1H, dd, J=3.54, 2.22 Hz) 7.21-7.25 (2H, m) 7.10-7.21 (3H,... Starting materials: C(C)(C)(C)OC(=O)N1CC(CC1)NC(=O)C=1SC=CC1NC1=C2C(=NC=C1)NC=C2 (3-{[3-(1H-Pyrrolo[2,3-b]pyridin-4-ylamino)-thiophene-2-carbonyl]-amino}-pyrrolidine-1-carboxylic acid tert-butyl ester), N[C@H]([C@@H](O)C1=CC=CC=C1)CO ((1S,2S)-2-amino-1-phenyl-1,3-propanediol). Solvent: C1(=CC=CC=C1)C (toluene), C1CCOC1 (THF), C1CCOC1 (THF), C1CCOC1 (THF). Reported procedure: To a solution of potassium hexamethylsilazane (0.158 mole) in toluene (254 ml) and THF (160 ml) at -78° C. was added dropwise the ketone from Step A of this Example (25.8 g) in THF (90 ml). The reaction mixture was stirred 30 minutes at -78° C. Methyl bromoacetate (16.2 ml) in THF (25 ml) was added dropwise. After stirring 1.5 hours at -78° C. the reaction mixture was poured into 1N HCl (400 ml). The organic layer was separated and the aqueous layer was further extracted with ethyl acetate. The ... Yields the product CSC1=CC=C(C=C1)C(C(CC(=O)OC)C)=O (Methyl 4-(methylthio)-beta-methyl-gamma-oxobenzenebutanoate). Reaction conditions: temperature -78 celsius, time 30 minute. The reactants are potassium hexamethylsilazane, CSC1=CC=C(C=C1)C(CC)=O (4-(Methylthio)phenyl-propan-1-one), Cl (HCl), BrCC(=O)OC (Methyl bromoacetate). Reaction SMILES: [CH3:1][S:2][C:3]1[CH:8]=[CH:7][C:6]([C:9](=[O:12])[CH2:10][CH3:11])=[CH:5][CH:4]=1.Br[CH2:14][C:15]([O:17][CH3:18])=[O:16].Cl>C1(C)C=CC=CC=1.C1COCC1>[CH3:1][S:2][C:3]1[CH:8]=[CH:7][C:6]([C:9](=[O:12])[CH:10]([CH3:11])[CH2:14][C:15]([O:17][CH3:18])=[O:16])=[CH:5][CH:4]=1.